This data is from the Open Reaction Database (ORD), a public repository of structured organic reaction records. The task is: describe an organic reaction: reactants, conditions, products, and yield Starting materials: C1CNC[C@@H]1O.Cl (R-3-hydroxypyrrolidine hydrochloride), C(=O)(OCC1=CC=CC=C1)Cl (carbobenzyloxy chloride), [OH-].[Na+] (sodium hydroxide), [OH-].[Na+] (sodium hydroxide), [Cl-].[Na+] (sodium chloride). The solvent is O (water). Reaction conditions: time 2 hour. Yields the product 17.5, O[C@H]1CN(CC1)C(=O)OCC1=CC=CC=C1 ((R)-3-Hydroxy-1-pyrrolidinecarboxylic acid, phenylmethyl ester). As a reaction SMILES: [CH2:1]1[C@@H:5]([OH:6])[CH2:4][NH:3][CH2:2]1.Cl.[OH-].[Na+].[C:10](Cl)([O:12][CH2:13][C:14]1[CH:19]=[CH:18][CH:17]=[CH:16][CH:15]=1)=[O:11].[Cl-].[Na+]>O>[OH:6][C@@H:5]1[CH2:1][CH2:2][N:3]([C:10]([O:12][CH2:13][C:14]2[CH:19]=[CH:18][CH:17]=[CH:16][CH:15]=2)=[O:11])[CH2:4]1 |f:0.1,2.3,5.6|. Reported procedure: A solution of 10.2 g (82.6 mmol) of R-3-hydroxypyrrolidine hydrochloride (Chem. Letts., 1966, pp 893-6) in 50 ml of water was cooled to 0° and treated with 22.5 ml (90 mmol) of 4.0N sodium hydroxide. The neutral solution was treated dropwise with 15.6 g (86 mmol) of carbobenzyloxy chloride maintaining the pH at 11.0±0.5 by the dropwise addition of 87 ml of 1.0N sodium hydroxide and the temperature below 5° with a salt-ice bath. When the addition was complete, the mixture was stirred at 5° for tw... The reactants are N1C=C(C2=CC=CC=C12)CCC(=O)NC1=C(C=CC=C1)C(=O)O (3-(3-indolyl)-N-(2-carboxyphenyl)propionamide), 1,1-carbonyldiimidazole, NC1=CC=CC=C1 (aniline), CC1=CC=C(C=C1)S(=O)(=O)[O-].C1=CC=[NH+]C=C1 (PPTS). Solvent: C1CCOC1 (THF). The product is N1C=C(C2=CC=CC=C12)CCC1=NC2=CC=CC=C2C(N1C1=CC=CC=C1)=O (2-[2-(3-indolyl)ethyl]-3-phenyl-4-(3H)quinazolinone). Yield: 31.2%. RXN SMILES: [NH:1]1[C:9]2[C:4](=[CH:5][CH:6]=[CH:7][CH:8]=2)[C:3]([CH2:10][CH2:11][C:12]([NH:14][C:15]2[CH:20]=[CH:19][CH:18]=[CH:17][C:16]=2[C:21]([OH:23])=O)=O)=[CH:2]1.[NH2:24][C:25]1[CH:30]=[CH:29][CH:28]=[CH:27][CH:26]=1.CC1C=CC(S([O-])(=O)=O)=CC=1.C1C=C[NH+]=CC=1>C1COCC1>[NH:1]1[C:9]2[C:4](=[CH:5][CH:6]=[CH:7][CH:8]=2)[C:3]([CH2:10][CH2:11][C:12]2[N:24]([C:25]3[CH:30]=[CH:29][CH:28]=[CH:27][CH:26]=3)[C:21](=[O:23])[C:16]3[C:15](=[CH:20][CH:19]=[CH:18][CH:17]=3)[N:14]=2)=[CH:2]1 |f:2.3|. Procedure: To a solution of 3-(3-indolyl)-N-(2-carboxyphenyl)propionamide (6.20 g, 20 mmol) in 50 ml of THF at room temperature was added 1,1-carbonyldiimidazole (3.26 g, 20 mmol). The reaction mixture was stirred under a dry atmosphere for 30 minutes after which aniline (2 ml, 22 mmol) and PPTS (4.03 g, 16 mmol) were added. The resulting reaction mixture was stirred under reflux for two days. The reaction mixture was allowed to cool and evaporated to dryness in vacuo. The product residue was taken up in e... Starting materials: FC(C(=O)O)(F)F (trifluoroacetic acid), C(C)(C)(C)OC(N[C@@H](CC)C(C=1OC(=NN1)C1=CC=C(C=C1)OC(F)(F)F)O)=O (((S)-1-{hydroxy-[5-(4-trifluoromethoxy-phenyl)-1,3,4-oxadiazol-2-yl]-methyl}-propyl)-carbamic acid tert-butyl ester), Triamine. The solvent is ClCCl (dichloromethane). Reaction conditions: time 4 hour. Yields the product NC([C@H](O)C=1OC(=NN1)C1=CC=C(C=C1)OC(F)(F)F)CC ((S)-2-Amino-1-[5-(4-trifluoromethoxy-phenyl)-1,3,4-oxadiazol-2-yl]-butan-1-ol). Isolated yield 95.7%. Reaction SMILES: C(OC(=O)[NH:7][C@H:8]([CH:11]([OH:28])[C:12]1[O:13][C:14]([C:17]2[CH:22]=[CH:21][C:20]([O:23][C:24]([F:27])([F:26])[F:25])=[CH:19][CH:18]=2)=[N:15][N:16]=1)[CH2:9][CH3:10])(C)(C)C.FC(F)(F)C(O)=O>ClCCl>[NH2:7][CH:8]([CH2:9][CH3:10])[C@@H:11]([C:12]1[O:13][C:14]([C:17]2[CH:18]=[CH:19][C:20]([O:23][C:24]([F:25])([F:27])[F:26])=[CH:21][CH:22]=2)=[N:15][N:16]=1)[OH:28]. Procedure: ((S)-1-{hydroxy-[5-(4-trifluoromethoxy-phenyl)-1,3,4-oxadiazol-2-yl]-methyl}-propyl)-carbamic acid tert-butyl ester (0.54 mmol, 0.225 g) is dissolved in dichloromethane (9 mL) and treated with trifluoroacetic acid (1 mL). The reaction mixture is stirred for four hours. The solvents are evaporated under reduced pressure. The residue is re-dissolved in dichloromethane (20 mL) and Silicycle Triamine (5.4 mmol, 1.47 g) is added. The reaction mixture is stirred for 60 h (over the weekend). The reacti...